From a dataset of the Open Reaction Database (ORD), a public repository of structured organic reaction records. describe an organic reaction: reactants, conditions, products, and yield Starting materials: COC(=O)[C@@H]1C[C@@H]([C@H](C1)O)NC(=O)C=1SC(=CC1)Cl ((1R,3S,4S)-3-[(5-chloro-thiophene-2-carbonyl)-amino]-4-hydroxy-cyclopentanecarboxylic acid methyl ester), NC1=CC=C(C=C1)N1C(C=NC=C1)=O (1-(4-aminophenyl)-1H-pyrazin-2-one). The product is O[C@@H]1[C@H](C[C@H](C1)C(NC1=CC=C(C=C1)N1C(C=NC=C1)=O)=O)NC(=O)C=1SC(=CC1)Cl (5-chloro-thiophene-2-carboxylic acid {(1S,2S,4R)-2-hydroxy-4-[4-(2-oxo-2H-pyrazin-1-yl)-phenylcarbamoyl]-cyclopentyl}-amide). Reaction SMILES: CO[C:3]([C@H:5]1[CH2:9][C@H:8]([OH:10])[C@@H:7]([NH:11][C:12]([C:14]2[S:15][C:16]([Cl:19])=[CH:17][CH:18]=2)=[O:13])[CH2:6]1)=[O:4].[NH2:20][C:21]1[CH:26]=[CH:25][C:24]([N:27]2[CH:32]=[CH:31][N:30]=[CH:29][C:28]2=[O:33])=[CH:23][CH:22]=1>>[OH:10][C@H:8]1[CH2:9][C@H:5]([C:3](=[O:4])[NH:20][C:21]2[CH:22]=[CH:23][C:24]([N:27]3[CH:32]=[CH:31][N:30]=[CH:29][C:28]3=[O:33])=[CH:25][CH:26]=2)[CH2:6][C@@H:7]1[NH:11][C:12]([C:14]1[S:15][C:16]([Cl:19])=[CH:17][CH:18]=1)=[O:13]. Procedure details: In analogy to example 1C, (1R,3S,4S)-3-[(5-chloro-thiophene-2-carbonyl)-amino]-4-hydroxy-cyclopentanecarboxylic acid methyl ester (example 1B) was reacted with 1-(4-aminophenyl)-1H-pyrazin-2-one (CAS 444002-64-6) to give 5-chloro-thiophene-2-carboxylic acid {(1S,2S,4R)-2-hydroxy-4-[4-(2-oxo-2H-pyrazin-1-yl)-phenylcarbamoyl]-cyclopentyl}-amide. Light yellow solid. MS: 459.3 ([M+H]+)